From a dataset of the Open Reaction Database (ORD), a public repository of structured organic reaction records. describe an organic reaction: reactants, conditions, products, and yield The reactants are COC(=O)CCCOc1c(C)cc2cccnc2c1N1CCCNCC1, ClCCCl, ClCCl, O=Cc1csc(N2CCC(O)CC2)n1. Product: COC(=O)CCCOc1c(C)cc2cccnc2c1N1CCCN(Cc2csc(N3CCC(O)CC3)n2)CC1. Reaction SMILES: [CH3:1][O:2][C:3]([CH2:4][CH2:5][CH2:6][O:7][c:8]1[c:9]([CH3:25])[cH:10][c:11]2[cH:12][cH:13][cH:14][n:15][c:16]2[c:17]1[N:18]1[CH2:19][CH2:20][NH:21][CH2:22][CH2:23][CH2:24]1)=[O:26].[Cl:41][CH2:42][CH2:43][Cl:44].[Cl:45][CH2:46][Cl:47].[OH:27][CH:28]1[CH2:29][CH2:30][N:31]([c:34]2[s:35][cH:36][c:37]([CH:39]=[O:40])[n:38]2)[CH2:32][CH2:33]1>>[CH3:1][O:2][C:3]([CH2:4][CH2:5][CH2:6][O:7][c:8]1[c:9]([CH3:25])[cH:10][c:11]2[cH:12][cH:13][cH:14][n:15][c:16]2[c:17]1[N:18]1[CH2:19][CH2:20][N:21]([CH2:39][c:37]2[cH:36][s:35][c:34]([N:31]3[CH2:30][CH2:29][CH:28]([OH:27])[CH2:33][CH2:32]3)[n:38]2)[CH2:22][CH2:23][CH2:24]1)=[O:26].